This data is from the Open Reaction Database (ORD), a public repository of structured organic reaction records. The task is: describe an organic reaction: reactants, conditions, products, and yield The reactants are C(C)(C)(C)OC(NCC1=CC(=CC=C1)I)=O (tert-butyl-3-iodobenzylcarbamate), C(CCC)[Sn](C1=NC=CC=C1)(CCCC)CCCC (2-(tributylstannyl)pyridine). The reagents and catalysts are C=1C=CC(=CC1)[P](C=2C=CC=CC2)(C=3C=CC=CC3)[Pd]([P](C=4C=CC=CC4)(C=5C=CC=CC5)C=6C=CC=CC6)([P](C=7C=CC=CC7)(C=8C=CC=CC8)C=9C=CC=CC9)[P](C=1C=CC=CC1)(C=1C=CC=CC1)C=1C=CC=CC1 (Pd(PPh3)4). Run in O1CCOCC1 (Dioxane). Run at temperature 100 celsius, time 2 hour. The product is C(C)(C)(C)OC(NCC1=CC(=CC=C1)C1=NC=CC=C1)=O (tert-butyl-3-(pyridin-2-yl)benzylcarbamate). Isolated yield 78.1%. As a reaction SMILES: [C:1]([O:5][C:6](=[O:16])[NH:7][CH2:8][C:9]1[CH:14]=[CH:13][CH:12]=[C:11](I)[CH:10]=1)([CH3:4])([CH3:3])[CH3:2].C([Sn](CCCC)(CCCC)[C:22]1[CH:27]=[CH:26][CH:25]=[CH:24][N:23]=1)CCC>O1CCOCC1.C1C=CC([P]([Pd]([P](C2C=CC=CC=2)(C2C=CC=CC=2)C2C=CC=CC=2)([P](C2C=CC=CC=2)(C2C=CC=CC=2)C2C=CC=CC=2)[P](C2C=CC=CC=2)(C2C=CC=CC=2)C2C=CC=CC=2)(C2C=CC=CC=2)C2C=CC=CC=2)=CC=1>[C:1]([O:5][C:6](=[O:16])[NH:7][CH2:8][C:9]1[CH:14]=[CH:13][CH:12]=[C:11]([C:22]2[CH:27]=[CH:26][CH:25]=[CH:24][N:23]=2)[CH:10]=1)([CH3:4])([CH3:3])[CH3:2] |^1:45,47,66,85|. Procedure: To a solution of tert-butyl-3-iodobenzylcarbamate (166 mg, 0.50 mmol) in Dioxane (1.5 mL) was added Pd(PPh3)4 (58 mg, 0.05 mmol) and 2-(tributylstannyl)pyridine (275 mg, 0.75 mmol). After stirring at 100° C. for 2 h, it was concentrated and the residue was purified by column chromatography to give tert-butyl-3-(pyridin-2-yl)benzylcarbamate (111 mg). The reactants are NC1=CC(=C(C(=O)NCC2CCN(CC2)CCCCCN)C=C1Cl)OC (4-Amino-N-(1-(5-aminopentyl)piperidin-4-ylmethyl)-5-chloro-2-methoxybenzamide), C=O (formalin), C(#N)[BH3-].[Na+] (sodium cyanoborohydride). Yields the product NC1=CC(=C(C(=O)NCC2CCN(CC2)CCCCCN(C)C)C=C1Cl)OC (4-amino-5-chloro-N-((1-(5-dimethylaminopentyl)piperidin-4-yl)methyl)-2-methoxybenzamide). Reaction SMILES: [NH2:1][C:2]1[C:23]([Cl:24])=[CH:22][C:5]([C:6]([NH:8][CH2:9][CH:10]2[CH2:15][CH2:14][N:13]([CH2:16][CH2:17][CH2:18][CH2:19][CH2:20]N)[CH2:12][CH2:11]2)=[O:7])=[C:4]([O:25][CH3:26])[CH:3]=1.[CH2:27]=O.[C:29]([BH3-])#[N:30].[Na+]>>[NH2:1][C:2]1[C:23]([Cl:24])=[CH:22][C:5]([C:6]([NH:8][CH2:9][CH:10]2[CH2:15][CH2:14][N:13]([CH2:16][CH2:17][CH2:18][CH2:19][CH2:20][N:30]([CH3:29])[CH3:27])[CH2:12][CH2:11]2)=[O:7])=[C:4]([O:25][CH3:26])[CH:3]=1 |f:2.3|. Procedure: 4-Amino-N-(1-(5-aminopentyl)piperidin-4-ylmethyl)-5-chloro-2-methoxybenzamide (1.0 g) as starting compound, 37% formalin (0.45 ml) and sodium cyanoborohydride (0.34 g) were reacted and treated in the same manner as in Example 136 to give 0.48 g of 4-amino-5-chloro-N-((1-(5-dimethylaminopentyl)piperidin-4-yl)methyl)-2-methoxybenzamide.